From a dataset of the Open Reaction Database (ORD), a public repository of structured organic reaction records. describe an organic reaction: reactants, conditions, products, and yield Starting materials: BrC1=C(C=C(C=C1)OC1=CC=C(C=C1)CN(C1=C(C(=CC=C1)[N+](=O)[O-])C)CC1=C(C=C(C=C1)F)F)O (2-bromo-5-(4-(((2,4-difluorobenzyl)(2-methyl-3-nitrophenyl)amino)methyl)phenoxy)phenol), C(CO)(=O)OCC (ethyl glycolate). The product is BrC1=C(OCC(=O)OCC)C=C(C=C1)OC1=CC=C(C=C1)CN(C1=C(C(=CC=C1)[N+](=O)[O-])C)CC1=C(C=C(C=C1)F)F (ethyl (2-bromo-5-(4-(((2,4-difluorobenzyl)(2-methyl-3-nitrophenyl)amino)methyl)phenoxy)phenoxy)acetate). RXN SMILES: [Br:1][C:2]1[CH:7]=[CH:6][C:5]([O:8][C:9]2[CH:14]=[CH:13][C:12]([CH2:15][N:16]([CH2:27][C:28]3[CH:33]=[CH:32][C:31]([F:34])=[CH:30][C:29]=3[F:35])[C:17]3[CH:22]=[CH:21][CH:20]=[C:19]([N+:23]([O-:25])=[O:24])[C:18]=3[CH3:26])=[CH:11][CH:10]=2)=[CH:4][C:3]=1[OH:36].[C:37]([O:41][CH2:42][CH3:43])(=[O:40])[CH2:38]O>>[Br:1][C:2]1[CH:7]=[CH:6][C:5]([O:8][C:9]2[CH:14]=[CH:13][C:12]([CH2:15][N:16]([CH2:27][C:28]3[CH:33]=[CH:32][C:31]([F:34])=[CH:30][C:29]=3[F:35])[C:17]3[CH:22]=[CH:21][CH:20]=[C:19]([N+:23]([O-:25])=[O:24])[C:18]=3[CH3:26])=[CH:11][CH:10]=2)=[CH:4][C:3]=1[O:36][CH2:38][C:37]([O:41][CH2:42][CH3:43])=[O:40]. Reported procedure: The product from Example 323B and ethyl glycolate were processed as described in Example 62A to provide the title compound. MS (ESI+) m/z 641 (M+H)+. Reactants: CC(C)([O-])C.[K+] (potassium t-butoxide), IC1=C(C=CC=C1)CCCC(C)=O (5-(2-iodophenyl)pentan-2-one), IC1=C(C=CC=C1)CCCC(C)=O (5-(2-iodophenyl)pentan-2-one), O (water). The reagents and catalysts are [Br-].C[P+](C1=CC=CC=C1)(C1=CC=CC=C1)C1=CC=CC=C1 (methyltriphenylphosphonium bromide). Solvent: CCOCC (ether), CCOCC (ether), CCOCC (Ether). Product: IC1=C(C=CC=C1)CCCC(=C)C (1-Iodo-2-(4-methylpent-4-en-1-yl)benzene). The yield is 90.2%. Reaction SMILES: [CH3:1]C(C)([O-])C.[K+].[I:7][C:8]1[CH:13]=[CH:12][CH:11]=[CH:10][C:9]=1[CH2:14][CH2:15][CH2:16][C:17](=O)[CH3:18].O>CCOCC.[Br-].C[P+](C1C=CC=CC=1)(C1C=CC=CC=1)C1C=CC=CC=1>[I:7][C:8]1[CH:13]=[CH:12][CH:11]=[CH:10][C:9]=1[CH2:14][CH2:15][CH2:16][C:17]([CH3:18])=[CH2:1] |f:0.1,5.6|. Procedure details: To a stirred solution of potassium t-butoxide (7.96 g, 71 mmol) in anhydrous ether (100 ml) under nitrogen, was added methyltriphenylphosphonium bromide (25.6 g, 71 mmol). The yellow mixture was stirred under reflux for 0.5 h, allowed to cool for 10 min, and then a solution of 5-(2-iodophenyl)pentan-2-one (Intermediate 1) (9.3 g, 32.3 mmol) in anhydrous ether (70 ml) was added over 20 min. The reaction mixture was refluxed for 1 h, allowed to cool and then poured onto ice. Ether (100 ml) and wat... The reactants are compound 6, N1=C(C=NC2=CC=CC=C12)O (quinoxaline-2-ol), O1C=NC2=C1C=CC=C2 (benzoxazole). Yields the product O1C(C1)COC1=NC2=CC=CC=C2N=C1 (2-(oxiran-2-ylmethoxy)quinoxaline). Reaction SMILES: [N:1]1[C:10]2[C:5](=[CH:6][CH:7]=[CH:8][CH:9]=2)[N:4]=[CH:3][C:2]=1[OH:11].[O:12]1[C:16]2[CH:17]=[CH:18]C=CC=2N=C1>>[O:12]1[CH2:16][CH:17]1[CH2:18][O:11][C:2]1[CH:3]=[N:4][C:5]2[C:10](=[CH:9][CH:8]=[CH:7][CH:6]=2)[N:1]=1. Reported procedure: Compound 71 was prepared in the manner of compound 6 substituting quinoxaline-2-ol for compound 8 in part C-5 of Example 1. The reactants are C(C)C(C(CC(P(O)(=O)O)(P(O)(=O)O)N)=O)(CC)C (4-ethyl-4-methyl-3-oxo-1-aminohexane-1,1-di-phosphonic acid), N(=O)[O-].[Na+] (sodium nitrite). The solvent is O (water). Run at temperature 50 celsius, time 7 hour. The product is C(C)C(C(=O)O)(CC)C (2-Ethyl-2-methyl-butyric acid). Reaction SMILES: [CH2:1]([C:3]([CH3:19])([CH2:17][CH3:18])[C:4](=[O:16])CC(N)(P(O)(=O)O)P(O)(=O)O)[CH3:2].N([O-])=[O:21].[Na+]>O>[CH2:17]([C:3]([CH3:19])([CH2:1][CH3:2])[C:4]([OH:16])=[O:21])[CH3:18] |f:1.2|. Reported procedure: 0.20 mol (63.4 g) 4-ethyl-4-methyl-3-oxo-1-aminohexane-1,1-di-phosphonic acid (IV) R2 =R3 =CH2CH3, R4 =CH3) were suspended in 600 ml 2N hydrochloric acidd and a solution of 0.8 mol (55.2 g) sodium nitrite dissolved in 1104 ml water were added dropwise to the resulting suspension with stirring over a period of 7 hours at 50° C. 2-Ethyl-2-methyl-butyric acid was formed as the organic phase and was extracted with ether. Unused nitrous acid was removed with hydrazine before working up. The aqueous p... Reactants: COC(=O)c1cnccc1Nc1nc(-c2cc(Cl)ccc2F)nc2onc(C)c12, CO, Cl, [Na+], [OH-]. Product: Cc1noc2nc(-c3cc(Cl)ccc3F)nc(Nc3ccncc3C(=O)O)c12. As a reaction SMILES: [CH3:1][O:2][C:3]([c:4]1[cH:5][n:6][cH:7][cH:8][c:9]1[NH:10][c:11]1[c:12]2[c:13]([n:14][c:15](-[c:17]3[c:18]([F:24])[cH:19][cH:20][c:21]([Cl:23])[cH:22]3)[n:16]1)[o:25][n:26][c:27]2[CH3:28])=[O:29].[CH3:33][OH:34].[ClH:32].[Na+:31].[OH-:30]>>[O:2]=[C:3]([c:4]1[cH:5][n:6][cH:7][cH:8][c:9]1[NH:10][c:11]1[c:12]2[c:13]([n:14][c:15](-[c:17]3[c:18]([F:24])[cH:19][cH:20][c:21]([Cl:23])[cH:22]3)[n:16]1)[o:25][n:26][c:27]2[CH3:28])[OH:29].